This data is from the Open Reaction Database (ORD), a public repository of structured organic reaction records. The task is: describe an organic reaction: reactants, conditions, products, and yield Reactants: ClC1=CC=C(C=C1)O (p-chlorophenol), BrCCCCl (1-bromo-3-chloropropane), C([O-])([O-])=O.[K+].[K+] (potassium carbonate). Run in CC(=O)C (acetone). The product is ClC1=CC=C(C=C1)OCCCCl (1-Chloro-4-(3-chloropropoxy)benzene). RXN SMILES: [Cl:1][C:2]1[CH:7]=[CH:6][C:5]([OH:8])=[CH:4][CH:3]=1.Br[CH2:10][CH2:11][CH2:12][Cl:13].C(=O)([O-])[O-].[K+].[K+]>CC(C)=O>[Cl:1][C:2]1[CH:7]=[CH:6][C:5]([O:8][CH2:10][CH2:11][CH2:12][Cl:13])=[CH:4][CH:3]=1 |f:2.3.4|. Reported procedure: A mixture of 77.2 g (0.60 mole) of p-chlorophenol, 189 g (1.2 mole) of 1-bromo-3-chloropropane, 249 g (1.8 mole) of anhydrous potassium carbonate, and 600 ml of acetone was stirred vigorously and heated to reflux for 16 hr under a nitrogen atmosphere. The potassium carbonate was removed by suction filtration, and the acetone and excess bromochloropropane were removed by heating under reduced pressure. The residue was dissolved in petroleum ether, and the resulting solution was cooled in an ice-i... Starting materials: NC1=NC=NC2=CC=C(C=C12)NS(=O)(=O)C (4-amino-6-methanesulfonamidoquinazoline), C(C)OC=C(C(=O)OCC)C(=O)OCC (diethyl ethoxymethylenepropanediate), CN(C=O)C (N,N-dimethylformamide). The solvent is O (water). Run at temperature 155 celsius, time 2.5 hour. Yields the product O=C1C(=CN=C2N1C=NC=1C=CC(=CC21)NS(=O)(=O)C)C(=O)OCC (ethyl 4-oxo-10-methanesulfonamido-4H-pyrimido [1,2-c]quinazoline-3-carboxylate). Isolated yield 55.0%. Reaction SMILES: [NH2:1][C:2]1[C:11]2[C:6](=[CH:7][CH:8]=[C:9]([NH:12][S:13]([CH3:16])(=[O:15])=[O:14])[CH:10]=2)[N:5]=[CH:4][N:3]=1.C([O:19][CH:20]=[C:21]([C:27](OCC)=O)[C:22]([O:24][CH2:25][CH3:26])=[O:23])C.CN(C)C=O>O>[O:19]=[C:20]1[N:3]2[CH:4]=[N:5][C:6]3[CH:7]=[CH:8][C:9]([NH:12][S:13]([CH3:16])(=[O:15])=[O:14])=[CH:10][C:11]=3[C:2]2=[N:1][CH:27]=[C:21]1[C:22]([O:24][CH2:25][CH3:26])=[O:23]. Procedure: A mixture of 4-amino-6-methanesulfonamidoquinazoline (6.89 g), diethyl ethoxymethylenepropanediate (15.5 g) and N,N-dimethylformamide (55 ml) was stirred at 155° C. for 2.5 hours. The reaction mixture was cooled to ambient temperature. To the mixture was added water to give precipitates, which were separated by filtration and washed with water. To the crystals was added a mixture of methanol and chloroform (1:4) (400 ml). After stirring under heating, insoluble materials (6.95 g) were filtered o... The reactants are C(C1=CC=CC=C1)NCP(OCC)(OCC)=O (diethyl N-benzylaminomethylphosphonate), Cl (HCl). The reagents and catalysts are [Pd] (palladium on carbon). Run in C(C)O (ethanol), C(C)O (ethanol), C(C)O (ethanol). Product: Cl.NCP(OCC)(OCC)=O (diethyl aminomethylphosphonate hydrochloride). As a reaction SMILES: C([NH:8][CH2:9][P:10](=[O:17])([O:14][CH2:15][CH3:16])[O:11][CH2:12][CH3:13])C1C=CC=CC=1.[ClH:18]>C(O)C.[Pd]>[ClH:18].[NH2:8][CH2:9][P:10](=[O:17])([O:14][CH2:15][CH3:16])[O:11][CH2:12][CH3:13] |f:4.5|. Procedure details: A solution of diethyl N-benzylaminomethylphosphonate (30.1 g., 0.117 mole) in absolute ethanol (400 ml.) is treated with 0.9 N HCl in ethanol (130 ml.) and hydrogenated at 45 psi with 10% palladium on carbon (6.6 g.) for 19 hours. The resulting mixture is filtered through a packed pad of diatomaceous earth to remove the catalyst. Evaporation of the filtrate under reduced pressure gives a clear residue which is successively dissolved in ethanol and benzene and evaporated in vacuo to give diethyl ...